From a dataset of the Open Reaction Database (ORD), a public repository of structured organic reaction records. describe an organic reaction: reactants, conditions, products, and yield Starting materials: [OH-].[Na+] (sodium hydroxide), COC(=O)C1=NC2=CC(=CC(=C2C(=C1)OCC1=CC=CC=C1)Cl)Cl (methyl-4-benzyloxy-5,7-dichloroquinoline-2-carboxylate), Cl (Hydrochloric acid). The solvent is O (water), C(C)O (ethanol). Conditions: time 1 hour. Yields the product C(C1=CC=CC=C1)OC1=CC(=NC2=CC(=CC(=C12)Cl)Cl)C(=O)O (4-benzyloxy-5,7-dichloroquinoline-2-carboxylic acid). The yield is 82.4%. Reaction SMILES: C[O:2][C:3]([C:5]1[CH:14]=[C:13]([O:15][CH2:16][C:17]2[CH:22]=[CH:21][CH:20]=[CH:19][CH:18]=2)[C:12]2[C:7](=[CH:8][C:9]([Cl:24])=[CH:10][C:11]=2[Cl:23])[N:6]=1)=[O:4].[OH-].[Na+].Cl>C(O)C.O>[CH2:16]([O:15][C:13]1[C:12]2[C:7](=[CH:8][C:9]([Cl:24])=[CH:10][C:11]=2[Cl:23])[N:6]=[C:5]([C:3]([OH:4])=[O:2])[CH:14]=1)[C:17]1[CH:22]=[CH:21][CH:20]=[CH:19][CH:18]=1 |f:1.2|. Procedure details: To a suspension of methyl-4-benzyloxy-5,7-dichloroquinoline-2-carboxylate (1.2 g) in ethanol (20 ml) was added a solution of sodium hydroxide (0.53 g) in water (20 ml) and the mixture was stirred at room temperature for 1 h. Hydrochloric acid (11M) was added until pH2 and the resulting precipitate was filtered off, washed with water (20 ml), ethanol (10 ml), diethylether (5 ml) and dried to yield 4-benzyloxy-5,7-dichloroquinoline-2-carboxylic acid (0.95 g). δ (360 MHz, DMSO-d6), 5.49 (2H, s, CH2... Reactants: O=S(=O)(Nc1cncc(Br)c1)c1ccc(F)cc1, C1COCCO1, CC(=O)[O-], CC(=O)Nc1nc2ccc(Cl)nc2s1, [K+], [Na+], [Na+], O=C([O-])[O-], CN(C)C=O. Product: CC(=O)Nc1nc2ccc(-c3cncc(NS(=O)(=O)c4ccc(F)cc4)c3)nc2s1. Reaction SMILES: [Br:1][c:2]1[cH:3][c:4]([NH:8][S:9](=[O:10])(=[O:11])[c:12]2[cH:13][cH:14][c:15]([F:18])[cH:16][cH:17]2)[cH:5][n:6][cH:7]1.[CH2:49]1[O:50][CH2:51][CH2:52][O:53][CH2:54]1.[CH3:20][C:21](=[O:22])[O-:23].[Cl:24][c:25]1[cH:26][cH:27][c:28]2[c:29]([n:30]1)[s:31][c:32]([NH:34][C:35]([CH3:36])=[O:37])[n:33]2.[K+:19].[Na+:38].[Na+:39].[O-:40][C:41](=[O:42])[O-:43].[O:44]=[CH:45][N:46]([CH3:47])[CH3:48]>>[c:2]1(-[c:25]2[cH:26][cH:27][c:28]3[c:29]([n:30]2)[s:31][c:32]([NH:34][C:35]([CH3:36])=[O:37])[n:33]3)[cH:3][c:4]([NH:8][S:9](=[O:10])(=[O:11])[c:12]2[cH:13][cH:14][c:15]([F:18])[cH:16][cH:17]2)[cH:5][n:6][cH:7]1. Starting materials: C[Si](C)(C)C=[N+]=[N-] (trimethylsilyldiazomethane), C(=O)(O)CS\C(\C(=O)C1=CC(=C(C(=C1)OC)OC)OC)=C/C1=CNC2=CC=CC=C12 ((Z)-2-Carboxymethylthio-3-(indol-3-yl)-1-(3,4,5-trimethoxyphenyl)-2-propen-1-one), C(C)(=O)O (Acetic acid). Solvent: C(Cl)(Cl)Cl (chloroform), CO (methanol), CCCCCC (hexane). Run at time 10 minute. The product is N1C=C(C2=CC=CC=C12)\C=C(\C(=O)C1=CC(=C(C(=C1)OC)OC)OC)/SCC(=O)OC ((Z)-3-(Indol-3-yl)-2-methoxycarbonylmethylthio-1-(3,4,5-trimethoxyphenyl)-2-propen-1-one). RXN SMILES: [C:1]([CH2:4][S:5]/[C:6](=[CH:21]\[C:22]1[C:30]2[C:25](=[CH:26][CH:27]=[CH:28][CH:29]=2)[NH:24][CH:23]=1)/[C:7]([C:9]1[CH:14]=[C:13]([O:15][CH3:16])[C:12]([O:17][CH3:18])=[C:11]([O:19][CH3:20])[CH:10]=1)=[O:8])([OH:3])=[O:2].[CH3:31][Si](C=[N+]=[N-])(C)C.C(O)(=O)C>C(Cl)(Cl)Cl.CO.CCCCCC>[NH:24]1[C:25]2[C:30](=[CH:29][CH:28]=[CH:27][CH:26]=2)[C:22](/[CH:21]=[C:6](\[S:5][CH2:4][C:1]([O:3][CH3:31])=[O:2])/[C:7]([C:9]2[CH:14]=[C:13]([O:15][CH3:16])[C:12]([O:17][CH3:18])=[C:11]([O:19][CH3:20])[CH:10]=2)=[O:8])=[CH:23]1. Reported procedure: Compound 107 (50.0 mg) obtained in Example 107 was dissolved in a mixed solvent of chloroform (10 ml) and methanol (5 ml), and a solution (0.5 ml) of trimethylsilyldiazomethane in hexane, followed by stirring for 10 minutes. Acetic acid (20.0 mg) was added to the reaction solution and the mixture was subjected to partitioning between chloroform and a 5% aqueous solution of sodium bicarbonate. The organic layer was concentrated under reduced pressure and the residue was purified by silica gel col... The reactants are [N+](=O)(O)[O-] (HNO3), ClC1=C(C(=O)N)C(=CC=C1)Cl (2,6-dichlorobenzoic acid amide), [OH-].[Na+] (NaOH), ice H2O. Solvent: OS(=O)(=O)O (H2SO4), OS(=O)(=O)O (H2SO4). Conditions: time 2 hour. Yields the product ClC1=C(C(=O)N)C(=CC=C1[N+](=O)[O-])Cl (2,6-dichloro-3-nitrobenzoic acid amide). The yield is 76.3%. RXN SMILES: [N+:1]([O-:4])(O)=[O:2].[Cl:5][C:6]1[CH:14]=[CH:13][CH:12]=[C:11]([Cl:15])[C:7]=1[C:8]([NH2:10])=[O:9].[OH-].[Na+]>OS(O)(=O)=O>[Cl:5][C:6]1[C:14]([N+:1]([O-:4])=[O:2])=[CH:13][CH:12]=[C:11]([Cl:15])[C:7]=1[C:8]([NH2:10])=[O:9] |f:2.3|. Procedure details: A solution of 12 g of fuming HNO3 (d=1.52) in 11 ml of concentrated H2SO4 is added at room temperature over a period of 30 minutes to a solution of 30.4 g of 2,6-dichlorobenzoic acid amide in 60 ml of concentrated H2SO4 (d=1.83). After stirring for 2 hours at room temperature, the reaction mixture is added to ice/H2O and adjusted to a pH of ~ 6 with 30% NaOH and the precipitating crystals are isolated by filtration, affording 28.7 g of 2,6-dichloro-3-nitrobenzoic acid amide (m.p. 163°-165° C.). Reactants: P(=O)([O-])([O-])[O-] (Phosphate), 2,2,6,6-tetra-methylpiperidine 1-oxyl, ClC1=CC=C(C=C1)C1=CC(=NC=C1OCC(F)(F)F)CO ([4-(4-Chloro-phenyl)-5-(2,2,2-trifluoro-ethoxy)-pyridin-2-yl]-methanol), NaOCl2. Run in C(C)#N (acetonitrile), O (water), [O-]Cl.[Na+] (NaOCl), O (water). Reaction conditions: temperature 35 celsius, time 20 hour. Product: ClC1=CC=C(C=C1)C1=CC(=NC=C1OCC(F)(F)F)C(=O)O (4-(4-chloro-phenyl)-5-(2,2,2-trifluoro-ethoxy)-pyridine-2-carboxylic acid). As a reaction SMILES: [Cl:1][C:2]1[CH:7]=[CH:6][C:5]([C:8]2[C:13]([O:14][CH2:15][C:16]([F:19])([F:18])[F:17])=[CH:12][N:11]=[C:10]([CH2:20][OH:21])[CH:9]=2)=[CH:4][CH:3]=1.P([O-])([O-])([O-])=[O:23]>C(#N)C.O.[O-]Cl.[Na+]>[Cl:1][C:2]1[CH:3]=[CH:4][C:5]([C:8]2[C:13]([O:14][CH2:15][C:16]([F:17])([F:18])[F:19])=[CH:12][N:11]=[C:10]([C:20]([OH:23])=[O:21])[CH:9]=2)=[CH:6][CH:7]=1 |f:4.5|. Procedure details: [4-(4-Chloro-phenyl)-5-(2,2,2-trifluoro-ethoxy)-pyridin-2-yl]-methanol (17.4 g, 55 mmol) was dissolved in acetonitrile (235 mL). Phosphate buffer (pH 6.7, 220 mL) and 2,2,6,6-tetra-methylpiperidine 1-oxyl radical (TEMPO, 0.6 g) was added and the solution was warmed to 35° C. To this warm solution under argon was added with stirring over 2 h simultaneously a solution of NaOCl2 (12.4 g) in water (58 mL) and NaOCl (0.85 mL, 10% solution) in water (35 mL). Stirring was continued for 20 h at 35° C. a... Reactants: O=C(CNC(OC(C)(C)C)=O)NC1=CC2=C(OC3=C2CCCCC3)C=C1 (tert-butyl [2-oxo-2-(7,8,9,10-tetrahydro-6H-benzo[b]cyclohepta[d]furan-2-ylamino)ethyl]carbamate), FC(C(=O)O)(F)F (trifluoroacetic acid). Solvent: ClCCl (dichloromethane). Yields the product C1=C(C=CC=2OC3=C(C21)CCCCC3)NC(CN)=O (N1-7,8,9,10-tetrahydro-6H-benzo[b]cyclohepta[d]furan-2-ylglycinamide). Isolated yield 72.2%. RXN SMILES: [O:1]=[C:2]([NH:12][C:13]1[CH:26]=[CH:25][C:16]2[O:17][C:18]3[CH2:24][CH2:23][CH2:22][CH2:21][CH2:20][C:19]=3[C:15]=2[CH:14]=1)[CH2:3][NH:4]C(=O)OC(C)(C)C.FC(F)(F)C(O)=O>ClCCl>[CH:14]1[C:15]2[C:19]3[CH2:20][CH2:21][CH2:22][CH2:23][CH2:24][C:18]=3[O:17][C:16]=2[CH:25]=[CH:26][C:13]=1[NH:12][C:2](=[O:1])[CH2:3][NH2:4]. Reported procedure: A solution of tert-butyl [2-oxo-2-(7,8,9,10-tetrahydro-6H-benzo[b]cyclohepta[d]furan-2-ylamino)ethyl]carbamate (0.10 g) in 1:1 trifluoroacetic acid:dichloromethane (5 mL) was stirred at room temperature for 30 min and then concentrated to provide N1-7,8,9,10-tetrahydro-6H-benzo[b]cyclohepta[d]furan-2-ylglycinamide (52 mg) as its trifluoroacetic acid salt. MS (ESI) m/z 259 ([M+H]+).